From a dataset of the Open Reaction Database (ORD), a public repository of structured organic reaction records. describe an organic reaction: reactants, conditions, products, and yield Reactants: O=C(O)c1ccc(Cl)c([N+](=O)[O-])c1, Clc1ccccc1Cl, NC(N)=O, OP(O)O. Product: NC(=O)c1ccc(Cl)c([N+](=O)[O-])c1. RXN SMILES: [Cl:1][c:2]1[c:3]([N+:11](=[O:12])[O-:13])[cH:4][c:5]([C:6](=[O:7])[OH:8])[cH:9][cH:10]1.[Cl:22][c:23]1[c:24]([Cl:25])[cH:26][cH:27][cH:28][cH:29]1.[NH2:14][C:15](=[O:16])[NH2:17].[P:18]([OH:19])([OH:20])[OH:21]>>[Cl:1][c:2]1[c:3]([N+:11](=[O:12])[O-:13])[cH:4][c:5]([C:6](=[O:7])[NH2:14])[cH:9][cH:10]1. Starting materials: [I-].[Li+] (lithium iodide), CC1([C@@H](N(CCS1)S(=O)(=O)C1=CC=C(C=C1)OCC#CC1=CC=CC=C1)C(=O)OC)C (methyl(3S)-2,2-dimethyl-4-({4-[(3-phenyl-2-propynyl)oxy]phenyl}sulfonyl)-3-thiomorpholinecarboxylate). The product is CC1([C@@H](N(CCS1)S(=O)(=O)C1=CC=C(C=C1)OCC#CC1=CC=CC=C1)C(=O)O)C ((3S)-2,2-dimethyl-4-({4-[(3-phenyl-2-propynyl)oxy]phenyl}sulfonyl)-3-thiomorpholine carboxylic acid). Isolated yield 79.1%. As a reaction SMILES: [I-].[Li+].[CH3:3][C:4]1([CH3:33])[S:9][CH2:8][CH2:7][N:6]([S:10]([C:13]2[CH:18]=[CH:17][C:16]([O:19][CH2:20][C:21]#[C:22][C:23]3[CH:28]=[CH:27][CH:26]=[CH:25][CH:24]=3)=[CH:15][CH:14]=2)(=[O:12])=[O:11])[C@H:5]1[C:29]([O:31]C)=[O:30]>>[CH3:3][C:4]1([CH3:33])[S:9][CH2:8][CH2:7][N:6]([S:10]([C:13]2[CH:14]=[CH:15][C:16]([O:19][CH2:20][C:21]#[C:22][C:23]3[CH:28]=[CH:27][CH:26]=[CH:25][CH:24]=3)=[CH:17][CH:18]=2)(=[O:11])=[O:12])[C@H:5]1[C:29]([OH:31])=[O:30] |f:0.1|. Procedure details: According to the procedure of Example 250, lithium iodide mediated ester cleavage of 0.282 g (0.61 mmol) of methyl(3S)-2,2-dimethyl-4-({4-[(3-phenyl-2-propynyl)oxy]phenyl}sulfonyl)-3-thiomorpholinecarboxylate provided 0.215 g (79%) of (3S)-2,2-dimethyl-4-({4-[(3-phenyl-2-propynyl)oxy]phenyl}sulfonyl)-3-thiomorpholine carboxylic acid as a white solid. Electrospray Mass Spec: 446.0 (N+H)+. Reactants: C(CCC)[Li] (n-butyl lithium), C(OC)COC (dimethoxyethane), ClC1=CC=C(C=C1)S(=O)(=O)CC1=C(C=CC(=C1)F)F (2-[(4-chlorophenyl)sulfonylmethyl]-1,4-difluorobenzene), 5-bromo-1-(1-pyrrolildinyl)-1-pentanone. The solvent is C(C)(=O)OCC.CCCCCC (ethyl acetate hexane), O (water), CCCCCC (hexane), CCCCCC (hexane), ClCCl (dichloromethane). Run at temperature -78 celsius, time 20 hour. Product: ClC1=CC=C(C=C1)S(=O)(=O)C(CCCCC=O)C1=C(C=CC(=C1)F)F (6-[(4-Chlorophenyl)sulfonyl]-6-(2,5-difluorophenyl)-1-hexanone). Isolated yield 84.0%. RXN SMILES: [CH2:1]([Li])[CH2:2][CH2:3]C.[CH2:6]([CH2:9]OC)[O:7]C.[Cl:12][C:13]1[CH:18]=[CH:17][C:16]([S:19]([CH2:22][C:23]2[CH:28]=[C:27]([F:29])[CH:26]=[CH:25][C:24]=2[F:30])(=[O:21])=[O:20])=[CH:15][CH:14]=1>ClCCl.C(OCC)(=O)C.CCCCCC.CCCCCC.O>[Cl:12][C:13]1[CH:18]=[CH:17][C:16]([S:19]([CH:22]([C:23]2[CH:28]=[C:27]([F:29])[CH:26]=[CH:25][C:24]=2[F:30])[CH2:1][CH2:2][CH2:3][CH2:9][CH:6]=[O:7])(=[O:21])=[O:20])=[CH:15][CH:14]=1 |f:4.5|. Reported procedure: Under an argon atmosphere and at −78° C., n-butyl lithium (a 1.57 M hexane solution, 701 μl, 1.10 mmol) was added to a dimethoxyethane solution (6 ml) of the 2-[(4-chlorophenyl)sulfonylmethyl]-1,4-difluorobenzene (303 mg, 1.00 mmol) obtained in Example 5. After the temperature of the reaction mixture was elevated to room temperature, it was cooled again to −78° C. After addition of 5-bromo-1-(1-pyrrolildinyl)-1-pentanone (281 mg, 1.20 mmol), the resulting mixture was stirred at room temperature ... Starting materials: CCOC(=O)C1(S(=O)(=O)c2ccc(OC)cc2)CCN(C(C)(C)C)CC1, CO, [Na+], [OH-]. The product is COc1ccc(S(=O)(=O)C2(C(=O)O)CCN(C(C)(C)C)CC2)cc1. As a reaction SMILES: [CH2:1]([CH3:2])[O:3][C:4](=[O:5])[C:6]1([S:16](=[O:17])(=[O:18])[c:19]2[cH:20][cH:21][c:22]([O:25][CH3:26])[cH:23][cH:24]2)[CH2:7][CH2:8][N:9]([C:12]([CH3:13])([CH3:14])[CH3:15])[CH2:10][CH2:11]1.[CH3:27][OH:28].[Na+:30].[OH-:29]>>[O:3]=[C:4]([OH:5])[C:6]1([S:16](=[O:17])(=[O:18])[c:19]2[cH:20][cH:21][c:22]([O:25][CH3:26])[cH:23][cH:24]2)[CH2:7][CH2:8][N:9]([C:12]([CH3:13])([CH3:14])[CH3:15])[CH2:10][CH2:11]1.